Dataset: the Open Reaction Database (ORD), a public repository of structured organic reaction records. Task: describe an organic reaction: reactants, conditions, products, and yield Starting materials: C1(=CC=CC=C1)C=1N=C2C(=NC1C1=CC=CC=C1)N(CCC2)CCCCO (4-(2,3-Diphenyl-7,8-dihydropyrido[2,3-b]pyrazin-5(6H)-yl)butan-1-ol), [OH-].[K+] (KOH), [OH-].[K+] (KOH), BrCC(=O)OC(C)(C)C (tertiary butyl bromoacetate), BrCC(=O)OC(C)(C)C (tertiary butyl bromoacetate). The reagents and catalysts are S(=O)(=O)(O)[O-].C(CCC)[N+](CCCC)(CCCC)CCCC (tetrabutylammonium hydrogen sulfate), S(=O)(=O)(O)[O-].C(CCC)[N+](CCCC)(CCCC)CCCC (tetrabutylammonium hydrogen sulfate). The solvent is CCOCC (ether), C1(=CC=CC=C1)C (toluene), CCOCC (ether). Run at time 24 hour. Yields the product C1(=CC=CC=C1)C=1N=C2C(=NC1C1=CC=CC=C1)N(CCC2)CCCCOCC(=O)OC(C)(C)C (tert-Butyl 2-(4-(2,3-diphenyl-7,8-dihydropyrido[2,3-b]pyrazin-5(6H)-yl)butoxy)acetate). As a reaction SMILES: [C:1]1([C:7]2[N:8]=[C:9]3[CH2:22][CH2:21][CH2:20][N:19]([CH2:23][CH2:24][CH2:25][CH2:26][OH:27])[C:10]3=[N:11][C:12]=2[C:13]2[CH:18]=[CH:17][CH:16]=[CH:15][CH:14]=2)[CH:6]=[CH:5][CH:4]=[CH:3][CH:2]=1.[OH-].[K+].Br[CH2:31][C:32]([O:34][C:35]([CH3:38])([CH3:37])[CH3:36])=[O:33]>C1(C)C=CC=CC=1.S([O-])(O)(=O)=O.C([N+](CCCC)(CCCC)CCCC)CCC.CCOCC>[C:1]1([C:7]2[N:8]=[C:9]3[CH2:22][CH2:21][CH2:20][N:19]([CH2:23][CH2:24][CH2:25][CH2:26][O:27][CH2:31][C:32]([O:34][C:35]([CH3:38])([CH3:37])[CH3:36])=[O:33])[C:10]3=[N:11][C:12]=2[C:13]2[CH:18]=[CH:17][CH:16]=[CH:15][CH:14]=2)[CH:2]=[CH:3][CH:4]=[CH:5][CH:6]=1 |f:1.2,5.6|. Procedure: To a stirred solution of 4-(2,3-diphenyl-7,8-dihydropyrido[2,3-b]pyrazin-5(6H)-yl)butan-1-ol (step 3) (50 mg, 0.139 mmol) in toluene (1 ml) was added KOH (40% aq, 1 ml, 0.139 mmol) and tetrabutylammonium hydrogen sulfate (47.2 mg, 0.139 mmol) followed after 5 min at RT, by tertiary butyl bromoacetate (90 uL). The reaction mixture was stirred at RT for 24 h. The mixture was diluted with ether and the phases were separated. The aqueous portion was extracted with ether (×2), the combined organics w...